This data is from the Open Reaction Database (ORD), a public repository of structured organic reaction records. The task is: describe an organic reaction: reactants, conditions, products, and yield Starting materials: CCOC(=O)c1cnc2ccc(Br)cc2c1NCC(C)OC, Cl, [Na+], C1CCOC1, [OH-], O. Yields the product COC(C)CNc1c(C(=O)O)cnc2ccc(Br)cc12. RXN SMILES: [Br:3][c:4]1[cH:5][c:6]2[c:7]([NH:19][CH2:20][CH:21]([CH3:22])[O:23][CH3:24])[c:8]([C:14](=[O:15])[O:16][CH2:17][CH3:18])[cH:9][n:10][c:11]2[cH:12][cH:13]1.[ClH:25].[Na+:2].[O:27]1[CH2:28][CH2:29][CH2:30][CH2:31]1.[OH-:1].[OH2:26]>>[Br:3][c:4]1[cH:5][c:6]2[c:7]([NH:19][CH2:20][CH:21]([CH3:22])[O:23][CH3:24])[c:8]([C:14](=[O:15])[OH:16])[cH:9][n:10][c:11]2[cH:12][cH:13]1. Reactants: OC=1C=C2CCCC(C2=CC1)=O (6-hydroxy tetralone), C([O-])([O-])=O.[Cs+].[Cs+] (cesium carbonate), [OH-].[Na+] (NaOH), ClCCOS(=O)(=O)C1=CC=C(C=C1)C (2-chloroethyl-p-toluensulfonate). The solvent is O (water), CN(C)C=O (DMF), CCOCC (Et2O), C(Cl)Cl (DCM). Run at time 58 hour. The product is ClCCOC=1C=C2CCCC(C2=CC1)=O (6-(β-Chloroethoxy)-1-tetralone). The yield is 95.9%. RXN SMILES: [OH:1][C:2]1[CH:3]=[C:4]2[C:9](=[CH:10][CH:11]=1)[C:8](=[O:12])[CH2:7][CH2:6][CH2:5]2.C(=O)([O-])[O-].[Cs+].[Cs+].[Cl:19][CH2:20][CH2:21]OS(C1C=CC(C)=CC=1)(=O)=O.[OH-].[Na+]>CN(C=O)C.C(Cl)Cl.CCOCC.O>[Cl:19][CH2:20][CH2:21][O:1][C:2]1[CH:3]=[C:4]2[C:9](=[CH:10][CH:11]=1)[C:8](=[O:12])[CH2:7][CH2:6][CH2:5]2 |f:1.2.3,5.6|. Procedure details: To a solution of 6-hydroxy tetralone (2.0 g, 12.3 mmol) in DMF (50 mL) was added dry cesium carbonate (8.02 g, 24.6 mmol). Neat 2-chloroethyl-p-toluensulfonate (3.49 g, 14.9 mmol) was added to this mixture and the reaction stirred at room temperature for 58 hours. The reaction was poured into 200 mL of water and to this mixture was added 10 mL of 1N NaOH followed by 200 mL of Et2O. The mixture stirred at room temperature for 2 hours. The aqueous portion was separated and extracted with Et2O (3×2... The reactants are CC(N)c1ccccc1, CO, O=C1CCCc2cccnc21. Reaction SMILES: [CH3:12][CH:13]([c:14]1[cH:15][cH:16][cH:17][cH:18][cH:19]1)[NH2:20].[CH3:21][OH:22].[n:1]1[cH:2][cH:3][cH:4][c:5]2[c:10]1[C:9](=[O:11])[CH2:8][CH2:7][CH2:6]2>>[n:1]1[cH:2][cH:3][cH:4][c:5]2[c:10]1[C:9](=[N:20][CH:13]([CH3:12])[c:14]1[cH:15][cH:16][cH:17][cH:18][cH:19]1)[CH2:8][CH2:7][CH2:6]2. The product is CC(N=C1CCCc2cccnc21)c1ccccc1. The reactants are FC1=CC=C(C=C1)C1=NOC(=C1/C=C/C=1C=C(N(N1)C)C(=O)O)C (5-{(E)-2-[3-(4-fluoro-phenyl)-5-methyl-isoxazol-4-yl]-vinyl}-2-methyl-2H-pyrazole-3-carboxylic acid), N1CCOCC1 (morpholine). Product: FC1=CC=C(C=C1)C1=NOC(=C1/C=C/C=1C=C(N(N1)C)C(=O)N1CCOCC1)C ((5-{(E)-2-[3-(4-Fluoro-phenyl)-5-methyl-isoxazol-4-yl]vinyl}-2-methyl-2H-pyrazol-3-yl)-morpholin-4-yl-methanone). The yield is 25.0%. As a reaction SMILES: [F:1][C:2]1[CH:7]=[CH:6][C:5]([C:8]2[C:12](/[CH:13]=[CH:14]/[C:15]3[CH:16]=[C:17]([C:21](O)=[O:22])[N:18]([CH3:20])[N:19]=3)=[C:11]([CH3:24])[O:10][N:9]=2)=[CH:4][CH:3]=1.[NH:25]1[CH2:30][CH2:29][O:28][CH2:27][CH2:26]1>>[F:1][C:2]1[CH:3]=[CH:4][C:5]([C:8]2[C:12](/[CH:13]=[CH:14]/[C:15]3[CH:16]=[C:17]([C:21]([N:25]4[CH2:30][CH2:29][O:28][CH2:27][CH2:26]4)=[O:22])[N:18]([CH3:20])[N:19]=3)=[C:11]([CH3:24])[O:10][N:9]=2)=[CH:6][CH:7]=1. Reported procedure: As described for example 122, 5-{(E)-2-[3-(4-fluoro-phenyl)-5-methyl-isoxazol-4-yl]-vinyl}-2-methyl-2H-pyrazole-3-carboxylic acid was converted, using morpholine instead of isopropylamine, to the title compound (8.3 mg, 25%) which was obtained as a white solid. MS: m/e=397.2 [M+H]+. The reactants are CC(C)(C)N(C([O-])=O)CC(NN1C=CC=C1)=O (1,1-dimethylethyl-[2-oxo-2-(1H-pyrrol-1-ylamino)ethyl]carbamate), Cl (hydrogen chloride). Run at time 5 hour. Product: Cl.NCC(=O)NN1C=CC=C1 (2-Amino-N-1H-pyrrol-1-ylacetamide Hydrochloride). As a reaction SMILES: CC([N:5]([CH2:9][C:10](=[O:17])[NH:11][N:12]1[CH:16]=[CH:15][CH:14]=[CH:13]1)C(=O)[O-])(C)C.[ClH:18]>>[ClH:18].[NH2:5][CH2:9][C:10]([NH:11][N:12]1[CH:16]=[CH:15][CH:14]=[CH:13]1)=[O:17] |f:2.3|. Procedure details: To 1,1-dimethylethyl-[2-oxo-2-(1H-pyrrol-1-ylamino)ethyl]carbamate (5.67 g) was added 35 ml of a 3.7M ethereal hydrogen chloride solution. The reaction mixture was stirred at room temperature over a period of 5 hours. The colored powder obtained by suction filtration was purified by addition of a solution of the product in methanol/diethyl ether, collecting the precipitate and repeating this procedure several times until the greater part of the substance was dissolved in the mother liquors. The ... Starting materials: O=C1CCC(=O)N1Br, ClCCl, O, CC(C)(C)c1ccc(O)c(C=O)c1Cl. Yields the product CC(C)(C)c1cc(Br)c(O)c(C=O)c1Cl. RXN SMILES: [Br:15][N:16]1[C:17](=[O:18])[CH2:19][CH2:20][C:21]1=[O:22].[CH2:24]([Cl:25])[Cl:26].[OH2:23].[OH:1][c:2]1[c:3]([CH:4]=[O:5])[c:6]([Cl:14])[c:7]([C:10]([CH3:11])([CH3:12])[CH3:13])[cH:8][cH:9]1>>[OH:1][c:2]1[c:3]([CH:4]=[O:5])[c:6]([Cl:14])[c:7]([C:10]([CH3:11])([CH3:12])[CH3:13])[cH:8][c:9]1[Br:15]. The reactants are CCCCC1Cc2c(ccc(OC)c2Cl)C1=O, CCCCC1(CCC(C)=O)Cc2c(ccc(OC)c2Cl)C1=O, C1CCNC1, C[O-], CO, Cc1ccccc1, CC(=O)O, C=CC(C)=O, [Na+], C1CCOC1. Product: CCCCC12CCC(=O)C=C1c1ccc(OC)c(Cl)c1C2. As a reaction SMILES: [CH2:1]([CH:2]1[CH2:3][c:4]2[c:5]([cH:6][cH:7][c:8]([O:9][CH3:10])[c:11]2[Cl:12])[C:13]1=[O:14])[CH2:15][CH2:16][CH3:17].[CH2:28]([CH2:29][CH2:30][CH3:31])[C:32]1([CH2:45][CH2:46][C:47]([CH3:48])=[O:49])[C:33](=[O:44])[c:34]2[cH:35][cH:36][c:37]([O:42][CH3:43])[c:38]([Cl:41])[c:39]2[CH2:40]1.[CH2:50]1[CH2:51][NH:52][CH2:53][CH2:54]1.[CH3:23][O-:24].[CH3:26][OH:27].[CH3:60][c:61]1[cH:62][cH:63][cH:64][cH:65][cH:66]1.[CH3:67][C:68](=[O:69])[OH:70].[CH:18]([C:19]([CH3:20])=[O:21])=[CH2:22].[Na+:25].[O:55]1[CH2:56][CH2:57][CH2:58][CH2:59]1>>[CH2:28]([CH2:29][CH2:30][CH3:31])[C:32]12[C:33](=[CH:48][C:47](=[O:49])[CH2:46][CH2:45]1)[c:34]1[cH:35][cH:36][c:37]([O:42][CH3:43])[c:38]([Cl:41])[c:39]1[CH2:40]2. The reactants are CC(O)=S, COC(=O)C(C)(C)C1CCC(N=[N+]=[N-])CC1. The product is COC(=O)C(C)(C)C1CCC(NC(C)=O)CC1. Reaction SMILES: [C:17]([CH3:18])(=[S:19])[OH:20].[CH3:1][O:2][C:3]([C:4]([CH3:5])([CH3:6])[CH:7]1[CH2:8][CH2:9][CH:10]([N:13]=[N+:14]=[N-:15])[CH2:11][CH2:12]1)=[O:16]>>[CH3:1][O:2][C:3]([C:4]([CH3:5])([CH3:6])[CH:7]1[CH2:8][CH2:9][CH:10]([NH:13][C:17]([CH3:18])=[O:20])[CH2:11][CH2:12]1)=[O:16]. Reactants: CC(C)(C)c1cc(NC(=O)Nc2cccc(S)c2)no1, O=C([O-])[O-], CC(C)O, Clc1ncnc2cc3c(cc12)OCCO3, [Cs+], [Cs+]. Yields the product CC(C)(C)c1cc(NC(=O)Nc2cccc(Sc3ncnc4cc5c(cc34)OCCO5)c2)no1. RXN SMILES: [C:1]([CH3:2])([CH3:3])([CH3:4])[c:5]1[cH:6][c:7]([NH:10][C:11](=[O:12])[NH:13][c:14]2[cH:15][c:16]([SH:20])[cH:17][cH:18][cH:19]2)[n:8][o:9]1.[C:36](=[O:37])([O-:38])[O-:39].[CH:42]([OH:43])([CH3:44])[CH3:45].[Cl:21][c:22]1[n:23][cH:24][n:25][c:26]2[cH:27][c:28]3[c:29]([cH:30][c:31]12)[O:32][CH2:33][CH2:34][O:35]3.[Cs+:40].[Cs+:41]>>[C:1]([CH3:2])([CH3:3])([CH3:4])[c:5]1[cH:6][c:7]([NH:10][C:11](=[O:12])[NH:13][c:14]2[cH:15][c:16]([S:20][c:22]3[n:23][cH:24][n:25][c:26]4[cH:27][c:28]5[c:29]([cH:30][c:31]34)[O:32][CH2:33][CH2:34][O:35]5)[cH:17][cH:18][cH:19]2)[n:8][o:9]1. The reactants are C(C1=CC=CC=C1)=O (benzaldehyde), Example 19 one, OC1=CC=C(C=O)C=C1 (4-hydroxybenzaldehyde), FC1=CC=C(C=C1)N1C=C(C(C2=CC(=C(C=C12)N1CC(CC1)N)F)=O)C(=O)O (1-p-fluorophenyl-6-fluoro-1,4-dihydro-4-oxo-7-(3-amino-1-pyrrolidinyl)-quinoline-3-carboxylic acid). The product is FC1=CC=C(C=C1)N1C=C(C(C2=CC(=C(C=C12)N1CC(CC1)N=CC1=CC=C(C=C1)OC)F)=O)C(=O)O (1-p-fluorophenyl-6-fluoro-1,4-dihydro-4-oxo-7-(3-(4-methoxybenzylidene)amino-1-pyrrolidinyl)-quinoline-3-carboxylic acid). Reaction SMILES: [CH:1](=O)[C:2]1[CH:7]=[CH:6][CH:5]=[CH:4][CH:3]=1.[OH:9][C:10]1C=CC(C=O)=CC=1.[F:18][C:19]1[CH:24]=[CH:23][C:22]([N:25]2[C:34]3[C:29](=[CH:30][C:31]([F:41])=[C:32]([N:35]4[CH2:39][CH2:38][CH:37]([NH2:40])[CH2:36]4)[CH:33]=3)[C:28](=[O:42])[C:27]([C:43]([OH:45])=[O:44])=[CH:26]2)=[CH:21][CH:20]=1>>[F:18][C:19]1[CH:24]=[CH:23][C:22]([N:25]2[C:34]3[C:29](=[CH:30][C:31]([F:41])=[C:32]([N:35]4[CH2:39][CH2:38][CH:37]([N:40]=[CH:1][C:2]5[CH:7]=[CH:6][C:5]([O:9][CH3:10])=[CH:4][CH:3]=5)[CH2:36]4)[CH:33]=3)[C:28](=[O:42])[C:27]([C:43]([OH:45])=[O:44])=[CH:26]2)=[CH:21][CH:20]=1. Procedure details: In the described fashion of Example 1 replacing benzaldehyde with 4-hydroxybenzaldehyde and using the acid (1) (R=cyclopropyl) described in Example 19 one obtains 1-cyclopropyl-6-fluoro-1,4-dihydro-4-oxo-7-(3-(4-hydroxybenzylidene)amino-1-pyrrolidinyl)-quinoline-3-carboxylic acid (3) (R=cyclopropyl, Z=p-hydroxyphenyl); m.p. 273°-275° C.; Mass Spectrum, M/Z 435. Analytical Calculation for C24H22FN3O4.1/2H2O: C, 66.21; H, 5.06; N, 9.65. Found: C, 64.83; H, 5.01; N, 9.13.